Dataset: the Open Reaction Database (ORD), a public repository of structured organic reaction records. Task: describe an organic reaction: reactants, conditions, products, and yield The reactants are CS(=O)(=O)C1=CC=C(C=N1)OC=1C=C2C=C(NC2=CC1)C(=O)OCC (ethyl 5-{[6-(methylsulfonyl)pyridin-3-yl]oxy}-1H-indole-2-carboxylate), [OH-].[Na+] (sodium hydroxide). The solvent is C(C)O (ethanol), O1CCCC1 (tetrahydrofuran). Reaction conditions: time 15 hour. Yields the product CS(=O)(=O)C1=CC=C(C=N1)OC=1C=C2C=C(NC2=CC1)C(=O)O (5-{[6-(Methylsulfonyl)pyridin-3-yl]oxy}-1H-indole-2-carboxylic acid). The yield is 100.7%. Reaction SMILES: [CH3:1][S:2]([C:5]1[N:10]=[CH:9][C:8]([O:11][C:12]2[CH:13]=[C:14]3[C:18](=[CH:19][CH:20]=2)[NH:17][C:16]([C:21]([O:23]CC)=[O:22])=[CH:15]3)=[CH:7][CH:6]=1)(=[O:4])=[O:3].[OH-].[Na+]>C(O)C.O1CCCC1>[CH3:1][S:2]([C:5]1[N:10]=[CH:9][C:8]([O:11][C:12]2[CH:13]=[C:14]3[C:18](=[CH:19][CH:20]=2)[NH:17][C:16]([C:21]([OH:23])=[O:22])=[CH:15]3)=[CH:7][CH:6]=1)(=[O:3])=[O:4] |f:1.2|. Procedure details: To a solution of ethyl 5-{[6-(methylsulfonyl)pyridin-3-yl]oxy}-1H-indole-2-carboxylate (5.6 g) in ethanol (100 mL) and tetrahydrofuran (100 mL) was added 1N aqueous sodium hydroxide solution (31.1 mL), and the mixture was stirred at room temperature for 15 hr. The reaction mixture was concentrated, 1N hydrochloric acid (32 mL) was added, and the precipitated crystals were filtered and concentrated under reduced pressure to give the title compound (5.2 g, yield 100%) as white crystals.